The task is: describe an organic reaction: reactants, conditions, products, and yield. This data is from the Open Reaction Database (ORD), a public repository of structured organic reaction records. The reactants are CCOC(=O)C(NC(C)=O)C(C)N, CO, [K+], [OH-]. Product: CC(=O)NC(C(=O)O)C(C)N. RXN SMILES: [C:1]([CH3:2])(=[O:3])[NH:4][CH:5]([C:6](=[O:7])[O:8][CH2:9][CH3:10])[CH:11]([CH3:12])[NH2:13].[CH3:16][OH:17].[K+:15].[OH-:14]>>[C:1]([CH3:2])(=[O:3])[NH:4][CH:5]([C:6](=[O:7])[OH:8])[CH:11]([CH3:12])[NH2:13]. Reactants: COC(=O)CCC(=O)Cl, CC(C)(C)OC(=O)NNC(=O)c1ccc(N)cc1, c1ccncc1. Product: COC(=O)CCC(=O)Nc1ccc(C(=O)NNC(=O)OC(C)(C)C)cc1. RXN SMILES: [C:19](=[O:20])([O:21][CH3:22])[CH2:23][CH2:24][C:25](=[O:26])[Cl:27].[NH2:1][c:2]1[cH:3][cH:4][c:5]([C:6](=[O:7])[NH:8][NH:9][C:10](=[O:11])[O:12][C:13]([CH3:14])([CH3:15])[CH3:16])[cH:17][cH:18]1.[cH:28]1[cH:29][cH:30][n:31][cH:32][cH:33]1>>[NH:1]([c:2]1[cH:3][cH:4][c:5]([C:6](=[O:7])[NH:8][NH:9][C:10](=[O:11])[O:12][C:13]([CH3:14])([CH3:15])[CH3:16])[cH:17][cH:18]1)[C:25]([CH2:24][CH2:23][C:19](=[O:20])[O:21][CH3:22])=[O:26]. Reactants: C(C)(=O)OC1=CC(=CC=2C(C3=CC=CC(=C3C(C12)=O)OC(C)=O)=O)C(=O)NC(C)(C)C (4,5-diacetoxy-9,10-dihydro-N-(1,1-dimethylethyl)-9,10-dioxoanthracene-2-carboxamide). Solvent: C1(=CC=CC=C1)C (toluene). Conditions: temperature 105 celsius. Product: C(C)(=O)OC1=CC(=CC=2C(C3=CC=CC(=C3C(C12)=O)OC(C)=O)=O)C#N (4,5-Diacetoxy-9,10-dihydro-9,10-dioxoanthracene-2-carbonitrile). Reaction SMILES: [C:1]([O:4][C:5]1[C:18]2[C:17](=[O:19])[C:16]3[C:11](=[CH:12][CH:13]=[CH:14][C:15]=3[O:20][C:21](=[O:23])[CH3:22])[C:10](=[O:24])[C:9]=2[CH:8]=[C:7]([C:25]([NH:27]C(C)(C)C)=O)[CH:6]=1)(=[O:3])[CH3:2]>C1(C)C=CC=CC=1>[C:1]([O:4][C:5]1[C:18]2[C:17](=[O:19])[C:16]3[C:11](=[CH:12][CH:13]=[CH:14][C:15]=3[O:20][C:21](=[O:23])[CH3:22])[C:10](=[O:24])[C:9]=2[CH:8]=[C:7]([C:25]#[N:27])[CH:6]=1)(=[O:3])[CH3:2]. Procedure: A stirred mixture of 4,5-diacetoxy-9,10-dihydro-N-(1,1-dimethylethyl)-9,10-dioxoanthracene-2-carboxamide (337.0 g) and toluene was warmed to 105° C. and then filtered through a pre-warmed glass sinter funnel. The stirred filtrate was heated back to 100° C. and phosphorus pentachloride (278.0 g) was added portionwise over 15 minutes. The heat was removed and the mixture allowed to cool to room temperature. The mixture was cooled further to 15° C. and the material isolated by filtration and washed...